The task is: describe an organic reaction: reactants, conditions, products, and yield. This data is from the Open Reaction Database (ORD), a public repository of structured organic reaction records. Product: N1C(=CC2=CC=CC=C12)CNC(=O)N1CC=2N=C(N=CC2CC1)NC1CCOCC1 (N-((1H-indol-2-yl)methyl)-2-(tetrahydro-2H-pyran-4-ylamino)-5,6-dihydropyrido[3,4-d]pyrimidine-7(8H)-carboxamide). Solvent: C(Cl)Cl (DCM), C(Cl)Cl (DCM). The reactants are SiO2, Cl.N1C(=CC2=CC=CC=C12)CN ((1H-indol-2-yl)methanamine hydrochloride), TEA, C1=CN(C=N1)C(=O)N2C=CN=C2 (CDI), O1CCC(CC1)NC=1N=CC2=C(N1)CNCC2 (N-(tetrahydro-2H-pyran-4-yl)-5,6,7,8-tetrahydropyrido[3,4-d]pyrimidin-2-amine), TEA. Reported procedure: To a solution of (1H-indol-2-yl)methanamine hydrochloride (50 mg, 0.27 mmol, CASRN 21109-25-1) and DCM (2.5 mL) at RT were added sequentially TEA (50 μL, 0.36 mmol) and CDI (44 mg, 0.27 mmol) and the reaction was stirred at RT for 30 min. This solution was added to a solution of 28 (55 mg, 0.229 mmol) and TEA (95.7 μL, 0.687 mmol) in DCM (5 mL) and the combined solution was stirred overnight. This solution was loaded directly a SiO2 chromatography column and eluted with a gradient hexane/EtOAc (... As a reaction SMILES: Cl.[NH:2]1[C:10]2[C:5](=[CH:6][CH:7]=[CH:8][CH:9]=2)[CH:4]=[C:3]1[CH2:11][NH2:12].C1N=CN([C:18](N2C=NC=C2)=[O:19])C=1.[O:25]1[CH2:30][CH2:29][CH:28]([NH:31][C:32]2[N:33]=[CH:34][C:35]3[CH2:41][CH2:40][NH:39][CH2:38][C:36]=3[N:37]=2)[CH2:27][CH2:26]1>C(Cl)Cl>[NH:2]1[C:10]2[C:5](=[CH:6][CH:7]=[CH:8][CH:9]=2)[CH:4]=[C:3]1[CH2:11][NH:12][C:18]([N:39]1[CH2:40][CH2:41][C:35]2[CH:34]=[N:33][C:32]([NH:31][CH:28]3[CH2:27][CH2:26][O:25][CH2:30][CH2:29]3)=[N:37][C:36]=2[CH2:38]1)=[O:19] |f:0.1|. Run at time 30 minute. Starting materials: Cc1c(-c2ccccc2)oc2c(C(=O)Cl)cccc2c1=O, ClC(Cl)Cl, [Pd], Cc1ccccc1C. Yields the product Cc1c(-c2ccccc2)oc2c(C=O)cccc2c1=O. As a reaction SMILES: [CH3:1][c:2]1[c:3](-[c:16]2[cH:17][cH:18][cH:19][cH:20][cH:21]2)[o:4][c:5]2[c:6]([C:13](=[O:14])[Cl:15])[cH:7][cH:8][cH:9][c:10]2[c:11]1=[O:12].[CH:30]([Cl:31])([Cl:32])[Cl:33].[Pd:34].[c:22]1([CH3:23])[c:24]([CH3:25])[cH:26][cH:27][cH:28][cH:29]1>>[CH3:1][c:2]1[c:3](-[c:16]2[cH:17][cH:18][cH:19][cH:20][cH:21]2)[o:4][c:5]2[c:6]([CH:13]=[O:14])[cH:7][cH:8][cH:9][c:10]2[c:11]1=[O:12]. The reactants are COc1cc(C(=O)O)cc(-c2ccc3cc(OC)ccc3c2)c1, CN. The product is CNC(=O)c1cc(OC)cc(-c2ccc3cc(OC)ccc3c2)c1. RXN SMILES: [CH3:1][O:2][c:3]1[cH:4][c:5]([C:6](=[O:7])[OH:8])[cH:9][c:10](-[c:12]2[cH:13][c:14]3[cH:15][cH:16][c:17]([O:22][CH3:23])[cH:18][c:19]3[cH:20][cH:21]2)[cH:11]1.[CH3:24][NH2:25]>>[CH3:1][O:2][c:3]1[cH:4][c:5]([C:6](=[O:7])[NH:25][CH3:24])[cH:9][c:10](-[c:12]2[cH:13][c:14]3[cH:15][cH:16][c:17]([O:22][CH3:23])[cH:18][c:19]3[cH:20][cH:21]2)[cH:11]1. Starting materials: C(C)(=O)OC(C)=O (Acetic anhydride), CC1=C(N)C=C(C=C1)C (2,5-Dimethylaniline), CO (Methanol). Yields the product CC1=CC(=C(C=C1)C)NC(=O)C (2,5-Dimethylacetanilide). The yield is 99.7%. Reaction SMILES: [CH3:1][C:2]1[CH:8]=[CH:7][C:6]([CH3:9])=[CH:5][C:3]=1[NH2:4].[C:10](OC(=O)C)(=[O:12])[CH3:11].CO>O1CCCC1>[CH3:9][C:6]1[CH:7]=[CH:8][C:2]([CH3:1])=[C:3]([NH:4][C:10]([CH3:11])=[O:12])[CH:5]=1. Procedure details: 2,5-Dimethylaniline 16 (5.0 gm, 0.041 moles) was dissolved in 30 ml tetrahydrofuran (THF) at room temperature under argon. Acetic anhydride (5.9 ml, 0.062 moles) was added. Within 15 minutes, solids formed and the mixture became a solid white mass after 1 hour. Methanol was added which dissolved the mass. The mixture was evaporated under reduced pressure, dissolved in hot DCM and purified by flash chromatography on silica gel, eluting with a mixture of methanol and DCM. 2,5-Dimethylacetanilide 1... Reaction conditions: time 15 minute. The solvent is O1CCCC1 (tetrahydrofuran). Starting materials: NC=1SC=C(N1)C1=CC=C(C=C1)CCNC(C)=O (N-{2-[4-(2-Amino-1,3-thiazol-4-yl)phenyl]ethyl}acetamide). The solvent is C(C)O (ethanol). Yields the product NCCC1=CC=C(C=C1)C=1N=C(SC1)N (4-[4-(2-aminoethyl)phenyl]-1,3-thiazol-2-amine). RXN SMILES: [NH2:1][C:2]1[S:3][CH:4]=[C:5]([C:7]2[CH:12]=[CH:11][C:10]([CH2:13][CH2:14][NH:15]C(=O)C)=[CH:9][CH:8]=2)[N:6]=1>C(O)C>[NH2:15][CH2:14][CH2:13][C:10]1[CH:9]=[CH:8][C:7]([C:5]2[N:6]=[C:2]([NH2:1])[S:3][CH:4]=2)=[CH:12][CH:11]=1. Procedure details: N-{2-[4-(2-Amino-1,3-thiazol-4-yl)phenyl]ethyl}acetamide (0.6 g) was dissolved in ethanol (10 mL) and hydrochloric acid concentrate (10 mL). The mixture was refluxed for 5 hours. The solvent was evaporated in vacuo. The residue was washed with ethyl ether to give 4-[4-(2-aminoethyl)phenyl]-1,3-thiazol-2-amine dihydrochrolide (0.5 g, 84.6%). Reactants: ClC1=CC=C(C=C1)NC(=O)NCC1CNCCO1 (N-(4-Chlorophenyl)-N′-(morpholin-2-ylmethyl)urea), BrCC1=CC2=CC=CC=C2C=C1 (2-(bromomethyl)naphthalene). The product is ClC1=CC=C(C=C1)NC(=O)NCC1CN(CCO1)CC1=CC2=CC=CC=C2C=C1 (N-(4-Chlorophenyl)-N′-{[4-(2-naphthylmethyl)Morpholin-2-yl]methyl}urea). Isolated yield 34.2%. RXN SMILES: [Cl:1][C:2]1[CH:7]=[CH:6][C:5]([NH:8][C:9]([NH:11][CH2:12][CH:13]2[O:18][CH2:17][CH2:16][NH:15][CH2:14]2)=[O:10])=[CH:4][CH:3]=1.Br[CH2:20][C:21]1[CH:30]=[CH:29][C:28]2[C:23](=[CH:24][CH:25]=[CH:26][CH:27]=2)[CH:22]=1>>[Cl:1][C:2]1[CH:7]=[CH:6][C:5]([NH:8][C:9]([NH:11][CH2:12][CH:13]2[O:18][CH2:17][CH2:16][N:15]([CH2:20][C:21]3[CH:30]=[CH:29][C:28]4[C:23](=[CH:24][CH:25]=[CH:26][CH:27]=4)[CH:22]=3)[CH2:14]2)=[O:10])=[CH:4][CH:3]=1. Procedure: Example 23 was prepared in an analogous manner to Example 19 using a mixture of Intermediate 9 (0.01 g) and 2-(bromomethyl)naphthalene (0.009 g) to give the title compound (0.0052 g). LC-MS (System A): Rt 2.81 mins, Mass Spectrum m/z 410 [MH+]. The reactants are [BH4-].[Na+] (Sodium borohydride), FC(C(=O)NC1CC(C2=CC=C(C=C12)OC)=O)(F)F (2,2,2-trifluoro-N-(6-methoxy-3-oxo-2,3-dihydro-1H-inden-1-yl)acetamide). Solvent: CO (methanol). Conditions: time 8 hour. Yields the product FC(C(=O)N[C@@H]1C[C@@H](C2=CC=C(C=C12)OC)O)(F)F (cis-2,2,2-trifluoro-N-(-3-hydroxy-6-methoxy-2,3-dihydro-1H-inden-1-yl)acetamide). RXN SMILES: [BH4-].[Na+].[F:3][C:4]([F:21])([F:20])[C:5]([NH:7][CH:8]1[C:16]2[C:11](=[CH:12][CH:13]=[C:14]([O:17][CH3:18])[CH:15]=2)[C:10](=[O:19])[CH2:9]1)=[O:6]>CO>[F:3][C:4]([F:20])([F:21])[C:5]([NH:7][C@H:8]1[C:16]2[C:11](=[CH:12][CH:13]=[C:14]([O:17][CH3:18])[CH:15]=2)[C@@H:10]([OH:19])[CH2:9]1)=[O:6] |f:0.1|. Procedure: Sodium borohydride (20 mg, 0.51 mmol) was added to a solution of 2,2,2-trifluoro-N-(6-methoxy-3-oxo-2,3-dihydro-1H-inden-1-yl)acetamide (140 mg, 0.51 mmol) in anhydrous methanol (4 mL). After stirring overnight, the volatiles were removed in vacuo and the crude material purified by silica gel chromatography, eluting with 5% methanol in dichloromethane furnished as the first eluting isomer cis-2,2,2-trifluoro-N-(-3-hydroxy-6-methoxy-2,3-dihydro-1H-inden-1-yl)acetamide; (60 mg, 0.22 mmol) 1H-NMR (... Reactants: C1(=CC=CC=C1)[C@@]12[C@@H](CNCC1)C1=C(O2)C=CC=C1 (cis-1,2,3,4,4a,9b-hexahydro-4a-phenyl-benzofuro[3,2-c]pyridine), C([O-])([O-])=O.[K+].[K+] (potassium carbonate), ClCC#N (chloroacetonitrile). Solvent: CN(C=O)C (dimethylformamide). Yields the product C(#N)CN1C[C@@H]2[C@](CC1)(OC1=C2C=CC=C1)C1=CC=CC=C1 (cis-2-Cyanomethyl-1,2,3,4,4a,9b-hexahydro-4a-phenyl-benzofuro[3,2-c]pyridine). Yield: 99.7%. RXN SMILES: [C:1]1([C@@:7]23[O:15][C:14]4[CH:16]=[CH:17][CH:18]=[CH:19][C:13]=4[C@@H:8]2[CH2:9][NH:10][CH2:11][CH2:12]3)[CH:6]=[CH:5][CH:4]=[CH:3][CH:2]=1.C(=O)([O-])[O-].[K+].[K+].Cl[CH2:27][C:28]#[N:29]>CN(C)C=O>[C:28]([CH2:27][N:10]1[CH2:11][CH2:12][C@:7]2([C:1]3[CH:2]=[CH:3][CH:4]=[CH:5][CH:6]=3)[O:15][C:14]3[CH:16]=[CH:17][CH:18]=[CH:19][C:13]=3[C@@H:8]2[CH2:9]1)#[N:29] |f:1.2.3|. Procedure: To a solution of 3.02 g of cis-1,2,3,4,4a,9b-hexahydro-4a-phenyl-benzofuro[3,2-c]pyridine in 48 ml of dry dimethylformamide was added 3.6 g of anhydrous potassium carbonate and 0.982 g of chloroacetonitrile. The resulting suspension was heated at 80° under nitrogen for 19 hours. The cooled reaction mixture was dried with 500 ml of ether and washed with water (4×250 ml). The organic layer was dried over anhydrous Na2SO4 and evaporated in vacuo to give 3.48 g (99.9%) of a gum, which crystallized o... Reactants: O=O (oxygen), N1C=NC=2N=CNC2C1=O (hypoxanthine). Product: OO (hydrogen peroxide), N1C(=O)NC=2N=CNC2C1=O (xanthine), O=O (oxygen). Reaction SMILES: [NH:1]1[C:9](=[O:10])[C:8]2[NH:7][CH:6]=[N:5][C:4]=2[N:3]=[CH:2]1.[O:11]=[O:12]>>[OH:11][OH:12].[NH:1]1[C:9](=[O:10])[C:8]2[NH:7][CH:6]=[N:5][C:4]=2[NH:3][C:2]1=[O:11].[O:11]=[O:12]. Procedure details: The enzyme catalyzes the oxidation of hypoxanthine in the presence of oxygen as the acceptor to form stoichiometrically xanthine and hydrogen peroxide, and catalyzes the oxidation of xanthine in the presence of oxygen as an acceptor to form stoichiometrically uric acid and hydrogen peroxide. Reactants: CON=c1c(-c2ccc(C3(NC(=O)OC(C)(C)C)CCC3)cc2)c(-c2ccccc2)oc2ccccc12, CO, Cl, O=C(O)C(F)(F)F, NC1(c2ccc(-c3c(-c4ccccc4)oc4ccc(F)cc4c3=O)cc2)CCC1, O. Product: Cl, CON=c1c(-c2ccc(C3(N)CCC3)cc2)c(-c2ccccc2)oc2ccccc12. Reaction SMILES: [C:30]([O:31][C:32](=[O:33])[NH:36][C:37]1([c:41]2[cH:42][cH:43][c:44](-[c:47]3[c:48](-[c:60]4[cH:61][cH:62][cH:63][cH:64][cH:65]4)[o:49][c:50]4[cH:51][cH:52][cH:53][cH:54][c:55]4[c:56]3=[N:57][O:58][CH3:59])[cH:45][cH:46]2)[CH2:38][CH2:39][CH2:40]1)([CH3:34])([CH3:35])[CH3:66].[CH3:75][OH:76].[ClH:74].[F:67][C:68]([F:69])([F:70])[C:71]([OH:72])=[O:73].[NH2:1][C:2]1([c:3]2[cH:4][cH:5][c:6](-[c:7]3[c:8](=[O:9])[c:10]4[c:11]([cH:12][cH:13][c:14]([F:15])[cH:16]4)[o:17][c:18]3-[c:19]3[cH:20][cH:21][cH:22][cH:23][cH:24]3)[cH:25][cH:26]2)[CH2:27][CH2:28][CH2:29]1.[OH2:77]>>[ClH:74].[NH2:36][C:37]1([c:41]2[cH:42][cH:43][c:44](-[c:47]3[c:48](-[c:60]4[cH:61][cH:62][cH:63][cH:64][cH:65]4)[o:49][c:50]4[cH:51][cH:52][cH:53][cH:54][c:55]4[c:56]3=[N:57][O:58][CH3:59])[cH:45][cH:46]2)[CH2:38][CH2:39][CH2:40]1.